The task is: describe an organic reaction: reactants, conditions, products, and yield. This data is from the Open Reaction Database (ORD), a public repository of structured organic reaction records. Reactants: ClC=1C(=NOC1N(S(=O)(=O)C1=C(SC2=NC=CC=C21)C(C2=CC1=C(C=C2)OCO1)O)COCCOC)C (N-(4-chloro-3-methyl-5-isoxazolyl)-N-(methoxyethoxymethyl)-2-[α-hydroxy-3,4-(methylenedioxy)benzyl]thieno-[2,3-b]pyridine-3-sulfonamide). Reagents/catalysts: [O-2].[O-2].[Mn+4] (manganese dioxide). Run in C(Cl)Cl (CH2Cl2). Conditions: time 24 hour. Product: ClC=1C(=NOC1N(S(=O)(=O)C1=C(SC2=NC=CC=C21)C(C2=CC1=C(C=C2)OCO1)=O)COCCOC)C (N-(4-chloro-3-methyl-5-isoxazolyl)-N-(methoxyethoxymethyl)-2-[3,4-(methylenedioxy)benzoyl]thieno[2,3-b]pyridine-3-sulfonamide). As a reaction SMILES: [Cl:1][C:2]1[C:3]([CH3:37])=[N:4][O:5][C:6]=1[N:7]([CH2:31][O:32][CH2:33][CH2:34][O:35][CH3:36])[S:8]([C:11]1[C:19]2[C:14](=[N:15][CH:16]=[CH:17][CH:18]=2)[S:13][C:12]=1[CH:20]([OH:30])[C:21]1[CH:26]=[CH:25][C:24]2[O:27][CH2:28][O:29][C:23]=2[CH:22]=1)(=[O:10])=[O:9]>C(Cl)Cl.[O-2].[O-2].[Mn+4]>[Cl:1][C:2]1[C:3]([CH3:37])=[N:4][O:5][C:6]=1[N:7]([CH2:31][O:32][CH2:33][CH2:34][O:35][CH3:36])[S:8]([C:11]1[C:19]2[C:14](=[N:15][CH:16]=[CH:17][CH:18]=2)[S:13][C:12]=1[C:20](=[O:30])[C:21]1[CH:26]=[CH:25][C:24]2[O:27][CH2:28][O:29][C:23]=2[CH:22]=1)(=[O:9])=[O:10] |f:2.3.4|. Procedure details: To a solution of N-(4-chloro-3-methyl-5-isoxazolyl)-N-(methoxyethoxymethyl)-2-[α-hydroxy-3,4-(methylenedioxy)benzyl]thieno-[2,3-b]pyridine-3-sulfonamide (0.15 g, 0.27 mmoles) in CH2Cl2 (3 ml) was added manganese dioxide (72 mg, 0.83 mmoles). The black mixture was stirred 24 hours at ambient temperature then filtered and concentrated to collect 0.15 g (96%) of the title compound as a light yellow solid.